Task: describe an organic reaction: reactants, conditions, products, and yield. Dataset: the Open Reaction Database (ORD), a public repository of structured organic reaction records Reactants: Cn1cc(Br)nc(Br)c1=O, CCOC(=O)c1ccc(N)cc1, ClCCl, [Na+], [OH-]. Product: CCOC(=O)c1ccc(Nc2nc(Br)cn(C)c2=O)cc1. Reaction SMILES: [Br:1][c:2]1[c:3](=[O:10])[n:4]([CH3:9])[cH:5][c:6]([Br:8])[n:7]1.[CH3:11][CH2:12][O:13][C:14](=[O:15])[c:16]1[cH:17][cH:18][c:19]([NH2:20])[cH:21][cH:22]1.[Cl:25][CH2:26][Cl:27].[Na+:24].[OH-:23]>>[c:2]1([NH:20][c:19]2[cH:18][cH:17][c:16]([C:14]([O:13][CH2:12][CH3:11])=[O:15])[cH:22][cH:21]2)[c:3](=[O:10])[n:4]([CH3:9])[cH:5][c:6]([Br:8])[n:7]1.